Dataset: the Open Reaction Database (ORD), a public repository of structured organic reaction records. Task: describe an organic reaction: reactants, conditions, products, and yield Starting materials: OCC1=CC=C(C(=O)OCC)C=C1 (Ethyl p- hydroxymethylbenzoate), C(CN)N (ethylene diamine). Product: C(C)(=O)O.OCC1=CC=C(C(=O)NCCN)C=C1 (p-Hydroxymethylbenzoylaminoethylamine acetate). Isolated yield 49.0%. Reaction SMILES: [OH:1][CH2:2][C:3]1[CH:13]=[CH:12][C:6]([C:7]([O:9]CC)=[O:8])=[CH:5][CH:4]=1.[CH2:14]([NH2:17])[CH2:15][NH2:16]>>[C:7]([OH:9])(=[O:8])[CH3:6].[OH:1][CH2:2][C:3]1[CH:4]=[CH:5][C:6]([C:7]([NH:16][CH2:15][CH2:14][NH2:17])=[O:9])=[CH:12][CH:13]=1 |f:2.3|. Reported procedure: Ethyl p- hydroxymethylbenzoate (0.51 g, 2.8 mmol) was dissolved in ethylene diamine and heated on a steam bath overnight. The volume was reduced under a stream of nitrogen and the residue was chromatographed by preparative thin layer chromatography (silica, CHCl3 : MeOH:HOAc, 10:10:1) to yield the product as an oil (0.35 g, 49% yield).